From a dataset of the Open Reaction Database (ORD), a public repository of structured organic reaction records. describe an organic reaction: reactants, conditions, products, and yield Reactants: [Sn](Cl)Cl (Tin(II)chloride), BrC=1C=CC(=C(C1)[N+](=O)[O-])C1CC1 (5-bromo-2-cyclopropylnitrobenzene), [Sn](Cl)Cl (tin(II)chloride). Run in C(C)O (ethanol), O (water). Conditions: time 8 hour. Yields the product BrC=1C=CC(=C(N)C1)C1CC1 (5-bromo-2-cyclopropylaniline). Reaction SMILES: [Sn](Cl)Cl.[Br:4][C:5]1[CH:6]=[CH:7][C:8]([CH:14]2[CH2:16][CH2:15]2)=[C:9]([N+:11]([O-])=O)[CH:10]=1>C(O)C.O>[Br:4][C:5]1[CH:6]=[CH:7][C:8]([CH:14]2[CH2:16][CH2:15]2)=[C:9]([CH:10]=1)[NH2:11]. Procedure details: Tin(II)chloride (16.0 g, 0.10 mol) is added in one portion to a solution of crude 5-bromo-2-cyclopropylnitrobenzene (8.68 g) in ethanol (190 ml) and water (1.9 ml). The reaction mixture is stirred at room temperature overnight, followed by addition of further tin(II)chloride (28 g, 0.175 mol) and additional stirring overnight. After concentration in vacuo ice is added, and the solution is basified with 2M aqueous sodium hydroxide. After extraction with ethyl acetate (×2) the organic phase is was... Starting materials: Cl (hydrochloric acid), OC1=C(C(C#N)=CC=C1)C#N (3-hydroxyphthalonitrile), C([O-])([O-])=O.[K+].[K+] (potassium carbonate), ClC[Si](C)(C)C (chloromethyltrimethyl-silane). Solvent: CN(C=O)C (N,N-dimethylformamide). Run at time 30 hour. Yields the product C(C=1C(C#N)=CC=CC1)#N (Phthalonitrile). The yield is 131.0%. Reaction SMILES: O[C:2]1[CH:9]=[CH:8][CH:7]=[C:4]([C:5]#[N:6])[C:3]=1[C:10]#[N:11].C(=O)([O-])[O-].[K+].[K+].ClC[Si](C)(C)C.Cl>CN(C)C=O>[C:10](#[N:11])[C:3]1[C:4](=[CH:7][CH:8]=[CH:9][CH:2]=1)[C:5]#[N:6] |f:1.2.3|. Reported procedure: In 180 ml of N,N-dimethylformamide were dissolved with heating 20 g of 3-hydroxyphthalonitrile and 10.55 g of potassium carbonate, to which 18 g of chloromethyltrimethyl-silane were added dropwise at 40° C. in the atmosphere of argon. After the addition, the mixture was stirred for 30 hours while maintaining the reaction temperature at 80°-90° C. The reaction vessel was then cooled to room temperature and 250 ml of dilute hydrochloric acid was added. The mixture was extracted with 1.2 liters of ... Starting materials: CC(C)OC1=CC=C(C=C1)C1=CC=CN2C1=NS(CC2)(=O)=O (9-[4-(1-methylethoxy)phenyl]-3,4-dihydropyrido[2,1-c][1,2,4]thiadiazine 2,2-dioxide). The reagents and catalysts are [C].[Rh] (rhodium-carbon). Run in C1CCOC1 (THF), C(C)O (ethanol). Conditions: time 7 hour. Product: CC(C)OC1=CC=C(C=C1)C1CCCN2C1=NS(CC2)(=O)=O (9-[4-(1-methylethoxy)phenyl]-3,4,6,7,8,9-hexahydropyrido[2,1-c][1,2,4]thiadiazine 2,2-dioxide). The yield is 108.6%. RXN SMILES: [CH3:1][CH:2]([O:4][C:5]1[CH:10]=[CH:9][C:8]([C:11]2[C:16]3=[N:17][S:18](=[O:22])(=[O:21])[CH2:19][CH2:20][N:15]3[CH:14]=[CH:13][CH:12]=2)=[CH:7][CH:6]=1)[CH3:3]>C1COCC1.C(O)C.[C].[Rh]>[CH3:3][CH:2]([O:4][C:5]1[CH:6]=[CH:7][C:8]([CH:11]2[C:16]3=[N:17][S:18](=[O:21])(=[O:22])[CH2:19][CH2:20][N:15]3[CH2:14][CH2:13][CH2:12]2)=[CH:9][CH:10]=1)[CH3:1] |f:3.4|. Procedure: A mixture of 5% rhodium-carbon (50% wet, 10 mg) and 9-[4-(1-methylethoxy)phenyl]-3,4-dihydropyrido[2,1-c][1,2,4]thiadiazine 2,2-dioxide (110 mg) in THF (30 mL) and ethanol (30 mL) was stirred under a hydrogen atmosphere (3 atm) at room temperature for 7 hr. The reaction mixture was filtered, the filtrate was concentrated to give the title compound (121 mg) as a white solid. The obtained solid was crystallized from THF and diisopropyl ether to give a white solid. The reactants are ClCC1=NC2=CC=CC=C2C(N1CC)=O (2-chloromethyl-3-ethyl-4-oxo-3,4-dihydroquinazoline), OC1=CC=C(C=O)C=C1 (4-hydroxybenzaldehyde), C(=O)([O-])[O-].[K+].[K+] (K2CO3). Product: C(C)N1C(=NC2=CC=CC=C2C1=O)COC1=CC=C(C=O)C=C1 (4-[[3-Ethyl-4-oxo-3,4-dihydro-2-quinazolinyl]methoxy]benzaldehyde). Isolated yield 87.6%. RXN SMILES: Cl[CH2:2][C:3]1[N:12]([CH2:13][CH3:14])[C:11](=[O:15])[C:10]2[C:5](=[CH:6][CH:7]=[CH:8][CH:9]=2)[N:4]=1.[OH:16][C:17]1[CH:24]=[CH:23][C:20]([CH:21]=[O:22])=[CH:19][CH:18]=1.C([O-])([O-])=O.[K+].[K+]>>[CH2:13]([N:12]1[C:11](=[O:15])[C:10]2[C:5](=[CH:6][CH:7]=[CH:8][CH:9]=2)[N:4]=[C:3]1[CH2:2][O:16][C:17]1[CH:24]=[CH:23][C:20]([CH:21]=[O:22])=[CH:19][CH:18]=1)[CH3:14] |f:2.3.4|. Procedure details: The title compound (4.24 g, 88%) was prepared from 2-chloromethyl-3-ethyl-4-oxo-3,4-dihydroquinazoline (3.5 g, 15.7 mmol) and 4-hydroxybenzaldehyde (2.10 g, 17.21 mmol) in the presence of K2CO3 (2.38 g, 17.26 mmol) as base by a similar procedure to that described in preparation 13. Yield: 14.0%. Run in C(C)#N (acetonitrile). The product is F[B-](F)(F)F.CC1=CC=C(C=C1)C1[SH+]CCS1 (2-(4-methylphenyl)-1,3-dithiolanium fluoroborate). Reactants: CCOCC (ether), F[B-](F)(F)F.C1(=CC=CC=C1)[C+](C1=CC=CC=C1)C1=CC=CC=C1 (triphenylcarbenium tetrafluoroborate), CC1=CC=C(C=C1)C1SCCS1 (2-(4-methylphenyl)-1,3-dithiolane), C(Cl)Cl (Methylene chloride). Reaction SMILES: [F:1][B-:2]([F:5])([F:4])[F:3].C1([C+](C2C=CC=CC=2)C2C=CC=CC=2)C=CC=CC=1.[CH3:25][C:26]1[CH:31]=[CH:30][C:29]([CH:32]2[S:36][CH2:35][CH2:34][S:33]2)=[CH:28][CH:27]=1.C(Cl)Cl.CCOCC>C(#N)C>[F:1][B-:2]([F:5])([F:4])[F:3].[CH3:25][C:26]1[CH:27]=[CH:28][C:29]([CH:32]2[S:33][CH2:34][CH2:35][SH+:36]2)=[CH:30][CH:31]=1 |f:0.1,6.7|. Procedure details: A 3.30 g (0.01 mole) sample of triphenylcarbenium tetrafluoroborate is added to a solution 3.92 g of 2-(4-methylphenyl)-1,3-dithiolane in 35 ml of acetonitrile under nitrogen at 5° C. Methylene chloride is added then ether. The yellow solid is collected and washed with ether. There is obtained 0.7 g (14% yield) of 2-(4-methylphenyl)-1,3-dithiolanium fluoroborate, m.p. 119°-120° C.